This data is from the Open Reaction Database (ORD), a public repository of structured organic reaction records. The task is: describe an organic reaction: reactants, conditions, products, and yield As a reaction SMILES: [Br:1][CH:2]([CH3:3])[CH3:4].[CH3:26][S:27]([CH3:28])=[O:29].[Cl-:24].[Cl:5][c:6]1[n:7][c:8]([CH3:17])[n:9][c:10]2[c:11]([OH:16])[cH:12][cH:13][cH:14][c:15]12.[K+:18].[K+:19].[NH4+:25].[O-:20][C:21]([O-:22])=[O:23]>>[CH:2]([CH3:3])([CH3:4])[O:16][c:11]1[c:10]2[n:9][c:8]([CH3:17])[n:7][c:6]([Cl:5])[c:15]2[cH:14][cH:13][cH:12]1. Starting materials: CC(C)Br, CS(C)=O, [Cl-], Cc1nc(Cl)c2cccc(O)c2n1, [K+], [K+], [NH4+], O=C([O-])[O-]. The product is Cc1nc(Cl)c2cccc(OC(C)C)c2n1. Starting materials: C(C)(C)(C)OC(=O)N1CC(N(CC1)CC=1N(C2=NC(=NC(=C2N1)N1CCOCC1)Cl)C)(C)C (4-(2-chloro-9-methyl-6-morpholin-4-yl-9H-purin-8-ylmethyl)-3,3-dimethyl-piperazine-1-carboxylic acid tert-butyl ester), C(=O)(C(F)(F)F)O (TFA). The solvent is C(Cl)Cl (DCM). Reaction conditions: time 1 hour. Product: ClC1=NC(=C2N=C(N(C2=N1)C)CN1C(CNCC1)(C)C)N1CCOCC1 (2-Chloro-8-(2,2-dimethylpiperazin-1-ylmethyl)-9-methyl-6-morpholin-4-yl-9H-purine). RXN SMILES: C(OC([N:8]1[CH2:13][CH2:12][N:11]([CH2:14][C:15]2[N:16]([CH3:31])[C:17]3[C:22]([N:23]=2)=[C:21]([N:24]2[CH2:29][CH2:28][O:27][CH2:26][CH2:25]2)[N:20]=[C:19]([Cl:30])[N:18]=3)[C:10]([CH3:33])([CH3:32])[CH2:9]1)=O)(C)(C)C.C(O)(C(F)(F)F)=O>C(Cl)Cl>[Cl:30][C:19]1[N:18]=[C:17]2[C:22]([N:23]=[C:15]([CH2:14][N:11]3[CH2:12][CH2:13][NH:8][CH2:9][C:10]3([CH3:33])[CH3:32])[N:16]2[CH3:31])=[C:21]([N:24]2[CH2:29][CH2:28][O:27][CH2:26][CH2:25]2)[N:20]=1. Procedure details: To a solution of 4-(2-chloro-9-methyl-6-morpholin-4-yl-9H-purin-8-ylmethyl)-3,3-dimethyl-piperazine-1-carboxylic acid tert-butyl ester (288 mg, 0.60 mmol) in DCM (30 mL) was added TFA (3 mL) and the mixture stirred at r.t for 1 h. The reaction mixture was loaded onto an Isolute® SCX-2 cartridge which was washed with MeOH and the product eluted with 2M NH3/MeOH affording the title compound as a white solid (199 mg, 87%). 1H NMR (CDCl3, 400 MHz): δ 4.26 (4 H, brd s), 3.84-3.77 (9 H, m), 2.84 (2 H,... Starting materials: [Si](C)(C)(C(C)(C)C)OCCCN(C1=NC(=C(C#N)C=C1F)Cl)C (6-[(3-{[tert-butyl(dimethyl)silyl]oxy}propyl)(methyl)amino]-2-chloro-5-fluoronicotinonitrile). Run in C(C)O.Cl.O (ethanol HCl water). Reaction conditions: time 18 hour. Product: ClC1=C(C#N)C=C(C(=N1)N(C)CCCO)F (2-chloro-5-fluoro-6-[(3-hydroxypropyl)(methyl)amino]nicotinonitrile). The yield is 100.6%. As a reaction SMILES: [Si]([O:8][CH2:9][CH2:10][CH2:11][N:12]([CH3:23])[C:13]1[C:20]([F:21])=[CH:19][C:16]([C:17]#[N:18])=[C:15]([Cl:22])[N:14]=1)(C(C)(C)C)(C)C>C(O)C.Cl.O>[Cl:22][C:15]1[N:14]=[C:13]([N:12]([CH2:11][CH2:10][CH2:9][OH:8])[CH3:23])[C:20]([F:21])=[CH:19][C:16]=1[C:17]#[N:18] |f:1.2.3|. Reported procedure: A mixture of 6-[(3-{[tert-butyl(dimethyl)silyl]oxy}propyl)(methyl)amino]-2-chloro-5-fluoronicotinonitrile (Example 310, 0.73 g, 2.04 mmol) in ethanol/HCl/water (95:1:4) (50 mL) was stirred at rt for 18 h, and then concentrated under reduced pressure. The residue was passed through a plug of silica gel with ethyl acetate as the eluent to give the product (0.5 g, 100%) as a waxy yellow solid. 1H NMR (400 MHz, CD3OD) δ 7.54 (d, 1H), 3.65 (dt, 2H), 3.54 (t, 2H), 3.18 (d, 3H), 1.85-1.77 (m, 2H). The product is CC1(N2CCC[C@H]2C[C@H](C1)NC1=NC(=NC=C1C#N)NC=1C(=CC(=C(C1)N1N=NN(C1=O)C)O)F)C (1-(5-(4-((7R,8aS)-octahydro-5,5-dimethylindolizin-7-ylamino)-5-cyanopyrimidin-2-ylamino)-4-fluoro-2-hydroxyphenyl)-4-methyl-1H-tetrazol-5(4H)-one), C1(=CC=CC=C1)S(=O)(=O)O (benzenesulfonic acid). Run in CC(C)O (IPA). RXN SMILES: [NH2:1][C:2]1[C:3]([F:16])=[CH:4][C:5]([OH:15])=[C:6]([N:8]2[C:12](=[O:13])[N:11]([CH3:14])[N:10]=[N:9]2)[CH:7]=1.Cl[C:18]1[N:23]=[C:22]([NH:24][C@@H:25]2[CH2:33][C@H:32]3[N:28]([CH2:29][CH2:30][CH2:31]3)[C:27]([CH3:35])([CH3:34])[CH2:26]2)[C:21]([C:36]#[N:37])=[CH:20][N:19]=1.[C:38]1([S:44]([OH:47])(=[O:46])=[O:45])[CH:43]=[CH:42][CH:41]=[CH:40][CH:39]=1>CC(O)C>[CH3:34][C:27]1([CH3:35])[CH2:26][C@H:25]([NH:24][C:22]2[C:21]([C:36]#[N:37])=[CH:20][N:19]=[C:18]([NH:1][C:2]3[C:3]([F:16])=[CH:4][C:5]([OH:15])=[C:6]([N:8]4[C:12](=[O:13])[N:11]([CH3:14])[N:10]=[N:9]4)[CH:7]=3)[N:23]=2)[CH2:33][C@H:32]2[N:28]1[CH2:29][CH2:30][CH2:31]2.[C:38]1([S:44]([OH:47])(=[O:46])=[O:45])[CH:43]=[CH:42][CH:41]=[CH:40][CH:39]=1. Run at temperature 80 celsius. Procedure details: A mixture of 1-(5-amino-4-fluoro-2-hydroxyphenyl)-4-methyl-1H-tetrazol-5(4H)-one (210 mg), (7R,8aS)-N-(2-chloro-5-cyanopyrimidin-4-yl)-octahydro-5,5-dimethylindolizin-7-amine (220 mg), and benzenesulfonic acid (200 mg) in IPA (2 mL) were heated to 80° C. for overnight. After cooling to ambient temperature, the crude mixture was concentrated to dryness. The crude product was absorbed onto silica gel and purified by CombiFlash chromatography (2N NH3 in MeOH/CH2Cl2=0-30%) to give compound 1-(5-(4-(... Starting materials: NC=1C(=CC(=C(C1)N1N=NN(C1=O)C)O)F (1-(5-amino-4-fluoro-2-hydroxyphenyl)-4-methyl-1H-tetrazol-5(4H)-one), ClC1=NC=C(C(=N1)N[C@H]1CC(N2CCC[C@H]2C1)(C)C)C#N ((7R,8aS)-N-(2-chloro-5-cyanopyrimidin-4-yl)-octahydro-5,5-dimethylindolizin-7-amine), C1(=CC=CC=C1)S(=O)(=O)O (benzenesulfonic acid).